This data is from the Open Reaction Database (ORD), a public repository of structured organic reaction records. The task is: describe an organic reaction: reactants, conditions, products, and yield Reactants: O=C([O-])O, C1CCOC1, CO, CCOC(C)=O, O=C(O)C1CCOc2cc(F)ccc21, [Na+], O=S(=O)(O)O. The product is COC(=O)C1CCOc2cc(F)ccc21. As a reaction SMILES: [C:33](=[O:34])([OH:35])[O-:36].[CH2:15]1[O:16][CH2:17][CH2:18][CH2:19]1.[CH3:20][OH:21].[CH3:27][CH2:28][O:29][C:30](=[O:31])[CH3:32].[F:1][c:2]1[cH:3][cH:4][c:5]2[c:10]([cH:11]1)[O:9][CH2:8][CH2:7][CH:6]2[C:12](=[O:13])[OH:14].[Na+:37].[S:22](=[O:23])(=[O:24])([OH:25])[OH:26]>>[F:1][c:2]1[cH:3][cH:4][c:5]2[c:10]([cH:11]1)[O:9][CH2:8][CH2:7][CH:6]2[C:12](=[O:13])[O:14][CH3:15]. Starting materials: [Li+].C[Si](C)(C)[N-][Si](C)(C)C (LHMDS), COC(=O)C1CN(C(C1)=O)C1=C(C=CC=C1C)C (1-(2,6-dimethyl-phenyl)-5-oxo-pyrrolidine-3-carboxylic acid methyl ester), C1CCOC1 (THF), [NH4+].[Cl-] (NH4Cl), (CH2O)n. Run at temperature -50 celsius, time 5 minute. Yields the product COC(=O)C1(CN(C(C1)=O)C1=C(C=CC=C1C)C)CO (1-(2,6-dimethyl-phenyl)-3-hydroxymethyl-5-oxo-pyrrolidine-3-carboxylic acid methyl ester). Isolated yield 34.0%. Reaction SMILES: [Li+].C[Si]([N-][Si](C)(C)C)(C)C.[CH3:11][O:12][C:13]([CH:15]1[CH2:19][C:18](=[O:20])[N:17]([C:21]2[C:26]([CH3:27])=[CH:25][CH:24]=[CH:23][C:22]=2[CH3:28])[CH2:16]1)=[O:14].[NH4+].[Cl-].C1C[O:34][CH2:33]C1>>[CH3:11][O:12][C:13]([C:15]1([CH2:33][OH:34])[CH2:19][C:18](=[O:20])[N:17]([C:21]2[C:26]([CH3:27])=[CH:25][CH:24]=[CH:23][C:22]=2[CH3:28])[CH2:16]1)=[O:14] |f:0.1,3.4|. Procedure: LHMDS (1 M solution in THF, 9.72 mL, 9.72 mmol) was added slowly to a cooled (−50° C.) solution of 1-(2,6-dimethyl-phenyl)-5-oxo-pyrrolidine-3-carboxylic acid methyl ester (2 g, 8.1 mmol) in THF (50 mL). Stirred at −50° C. for 5 min then warmed to 0° C. and stirred further for 5 min. After cooling back to −50° C., (CH2O)n (1.2 g, 40.5 mmol) was added and the resulting reaction mixture was warmed to room temperature and stirred for 2 h. Saturated aqueous NH4Cl solution (25 mL) was added, extracte... Starting materials: C(C=C)C1C(C=CC1(C)O)=O (2-Allyl-3-hydroxy-3-methyl-4-cyclopentenone), COC=1C=C(CO)C=CC1OC (3,4-dimethoxybenzyl alcohol), [H-].[Na+] (sodium hydride). Solvent: O1CCCC1 (tetrahydrofuran). Run at time 30 minute. Product: C(C=C)C=1C(CC(C1C)OCC1=CC(=C(C=C1)OC)OC)=O (2-allyl-3-methyl-4-(3,4-dimethoxybenzyloxy)-2-cyclopentenone). As a reaction SMILES: [CH2:1]([CH:4]1[C:8](O)([CH3:9])[CH:7]=[CH:6][C:5]1=[O:11])[CH:2]=[CH2:3].[CH3:12][O:13][C:14]1[CH:15]=[C:16]([CH:19]=[CH:20][C:21]=1[O:22][CH3:23])[CH2:17][OH:18].[H-].[Na+]>O1CCCC1>[CH2:1]([C:4]1[C:5](=[O:11])[CH2:6][CH:7]([O:18][CH2:17][C:16]2[CH:19]=[CH:20][C:21]([O:22][CH3:23])=[C:14]([O:13][CH3:12])[CH:15]=2)[C:8]=1[CH3:9])[CH:2]=[CH2:3] |f:2.3|. Procedure details: 2-Allyl-3-hydroxy-3-methyl-4-cyclopentenone (0.1 mol; 1 part) was dropwise added to a mixture of 3,4-dimethoxybenzyl alcohol (4 parts), tetrahydrofuran (4 parts) and sodium hydride (1/40 part) in the same flask as used in Example 1 at a temperature of 10° to 20° C. for 30 minutes. Then, the reaction mixture was stirred at the same temperature for 1 hour. After completion of the reaction, the mixture was treated in the same manner as in Example 25 to obtain 2-allyl-3-methyl-4-(3,4-dimethoxybenzyl... The reactants are C1N(CCOC=2C1=C1C=CNC1=CC2)C(=O)OC(C)(C)C (tert-butyl 1,3,4,8-tetrahydro-2H-[1,4]oxazepino[6,7-e]indole-2-carboxylate), C1N(CCOC=2C1=C1C=CNC1=CC2)C(=O)OC(C)(C)C (tert-butyl 1,3,4,8-tetrahydro-2H-[1,4]oxazepino[6,7-e]indole-2-carboxylate), [H-].[Na+] (NaH), CN(C)C=O (DMF), COC1=C(C=CC(=C1)C)S(=O)(=O)Cl (2-Methoxy-4-methylbenzenesulfonyl chloride). Run in N (NH3), CO (MeOH), CO (MeOH), CO (MeOH). Run at time 20 minute. The product is COC1=C(C=CC(=C1)C)S(=O)(=O)N1C=CC2=C3C(=CC=C12)OCCNC3 (8-[(2-Methoxy-4-methylphenyl)sulfonyl]-1,3,4,8-tetrahydro-2H-[1,4]oxazepino[6,7-e]indole). Isolated yield 41.9%. As a reaction SMILES: [CH2:1]1[C:7]2=[C:8]3[C:12](=[CH:13][CH:14]=[C:6]2[O:5][CH2:4][CH2:3][N:2]1C(OC(C)(C)C)=O)[NH:11][CH:10]=[CH:9]3.[H-].[Na+].CN(C=O)C.[CH3:29][O:30][C:31]1[CH:36]=[C:35]([CH3:37])[CH:34]=[CH:33][C:32]=1[S:38](Cl)(=[O:40])=[O:39]>N.CO>[CH3:29][O:30][C:31]1[CH:36]=[C:35]([CH3:37])[CH:34]=[CH:33][C:32]=1[S:38]([N:11]1[C:12]2[C:8](=[C:7]3[CH2:1][NH:2][CH2:3][CH2:4][O:5][C:6]3=[CH:14][CH:13]=2)[CH:9]=[CH:10]1)(=[O:39])=[O:40] |f:1.2|. Reported procedure: tert-Butyl 1,3,4,8-tetrahydro-2H-[1,4]oxazepino[6,7-e]indole-2-carboxylate (Intermediate 18, 14 mg, 0.050 mmol), NaH (60% in mineral oil, 6.4 mg, 0.10 mmol) and dry DMF (0.2 mL) were shaken at room temperature for 10 minutes. 2-Methoxy-4-methylbenzenesulfonyl chloride (22 mg, 0.10 mmol, in 0.15 mL of dry DMF) was added to the solution. The reaction mixture was shaken at room temperature for another 20 minutes and a mixture of MeOH/1 M HCl (3:1, 1 mL) was added. The reaction mixture was stirred o... Starting materials: [OH-].[Na+] (sodium hydroxide), [Br-].[Li+] (Lithium bromide), C(C)(=O)Br (acetyl bromide), C(C)OC(CC=1C=CC(=NC1)Cl)=O ((2-chloro-pyridin-5-yl)acetic acid ethyl ester). Solvent: C(C)#N (acetonitrile), O (water). Conditions: temperature 90 celsius. The product is C(C)OC(CC=1C=CC(=NC1)Br)=O ((2-bromo-pyridin-5-yl)-acetic Acid Ethyl Ester). Yield: 49.5%. RXN SMILES: [Br-].[Li+].[C:3]([Br:6])(=O)[CH3:4].[CH2:7]([O:9][C:10](=[O:19])[CH2:11][C:12]1[CH:13]=CC(Cl)=[N:16][CH:17]=1)[CH3:8].[OH-].[Na+]>C(#N)C.O>[CH2:7]([O:9][C:10](=[O:19])[CH2:11][C:12]1[CH:13]=[CH:4][C:3]([Br:6])=[N:16][CH:17]=1)[CH3:8] |f:0.1,4.5|. Reported procedure: Lithium bromide (3.2 g, 37 mmol) and acetyl bromide (1.3 mL, 17 mmol) were added to a solution of (2-chloro-pyridin-5-yl)acetic acid ethyl ester (1.08 g, 5.42 mmol) in acetonitrile (7.2 mL), and the mixture was heated under reflux at an external temperature of 86 to 94° C. for 31 hours. The reaction mixture was dissolved in water. The solution was neutralized with a sodium hydroxide aqueous solution, followed by extraction with diethyl ether. The organic layer was dried over anhydrous magnesium ... Reactants: O([K])C(C)(C)C (KO-t-Bu), Cl (hydrochloric acid), [Cl-].[NH4+] (ammonium chloride), C1=CC(=C2C3=C1C[C@@H]4[C@]5([C@]3(CCN4CC6CC6)[C@@H](O2)C(=O)CC5)O)O (naltrexone). The reagents and catalysts are [Br-].C[P+](C1=CC=CC=C1)(C1=CC=CC=C1)C1=CC=CC=C1 (Methyltriphenylphosphonium bromide). The solvent is O (water), O (water), CC1OCCC1 (MTHF), CC1OCCC1 (2-methyltetrahydrofuran). Conditions: time 2 hour. Product: C=C1CC[C@]2([C@H]3CC=4C=CC(=C5C4[C@]2([C@H]1O5)CCN3CC6CC6)O)O.Cl (nalmefene hydrochloride). The yield is 104.4%. As a reaction SMILES: O([C:3](C)(C)C)[K].[CH:7]1[C:12]2[CH2:13][C@H:14]3[N:19]([CH2:20][CH:21]4[CH2:23][CH2:22]4)[CH2:18][CH2:17][C@:16]45[C@H:24]([C:26]([CH2:28][CH2:29][C@@:15]34[OH:30])=O)[O:25][C:10]([C:11]=25)=[C:9]([OH:31])[CH:8]=1.[Cl-:32].[NH4+].Cl>[Br-].C[P+](C1C=CC=CC=1)(C1C=CC=CC=1)C1C=CC=CC=1.CC1CCCO1.O>[CH2:3]=[C:26]1[C@@H:24]2[O:25][C:10]3[C:11]4[C@:16]52[CH2:17][CH2:18][N:19]([CH2:20][CH:21]2[CH2:22][CH2:23]2)[C@H:14]([CH2:13][C:12]=4[CH:7]=[CH:8][C:9]=3[OH:31])[C@:15]5([OH:30])[CH2:29][CH2:28]1.[ClH:32] |f:2.3,5.6,9.10|. Procedure: Methyltriphenylphosphonium bromide (MTPPB, 25.8 Kg) was suspended in 2-methyltetrahydrofuran (MTHF, 56 liters). Keeping the temperature in the range 20-25° C., KO-t-Bu (8.8 kg) was charged in portions under inert atmosphere in one hour. The suspension turned yellow and was stirred further for two hours. An anhydrous solution of naltrexone (8.0 Kg) in MTHF (32 liters) was then added over a period of one hour at 20-25° C. The suspension was maintained under stirring for a few hours to complete the... Starting materials: COC1=CC=C(C=C1)P(C(C)(C)C)(C1=CC=C(C=C1)OC)=O (Bis(4-methoxyphenyl)-tert-butylphosphine oxide), Br (hydrobromic acid), [Br-].[K+] (potassium bromide), S(=O)([O-])[O-].[Na+].[Na+] (sodium sulfite), CBr (methyl bromide). Product: OC1=CC=C(C=C1)P(C(C)(C)C)(C1=CC=C(C=C1)O)=O (Bis(4-hydroxyphenyl)-tert-butylphosphine oxide). The yield is 42.1%. As a reaction SMILES: C[O:2][C:3]1[CH:8]=[CH:7][C:6]([P:9](=[O:22])([C:14]2[CH:19]=[CH:18][C:17]([O:20]C)=[CH:16][CH:15]=2)[C:10]([CH3:13])([CH3:12])[CH3:11])=[CH:5][CH:4]=1.Br.[Br-].[K+].S([O-])([O-])=O.[Na+].[Na+].CBr>>[OH:2][C:3]1[CH:8]=[CH:7][C:6]([P:9](=[O:22])([C:14]2[CH:15]=[CH:16][C:17]([OH:20])=[CH:18][CH:19]=2)[C:10]([CH3:13])([CH3:11])[CH3:12])=[CH:5][CH:4]=1 |f:2.3,4.5.6|. Procedure: Bis(4-methoxyphenyl)-tert-butylphosphine oxide mixture (25.0 g), hydrobromic acid (770 g, 48%), and potassium bromide (30.0 g) were stirred for 25 h at 120° C. The flask was fitted with a sodium sulfite scrubber for containment of methyl bromide. The reaction mixture was worked up to give a tan solid (9.6 g, 40%). 31P NMR (d6-DMSO): δ 46.3 (s, 31.8%), 39.6 (s, 31.7%), 28.7 (s, 20.4%), −8.2 (s, 16.1%). The reactants are C=CCOC(=O)Cl, C1CCOC1, ClCCl, CC(=O)c1cc(CO)c2c(c1)-c1ccccc1C2=O, c1ccncc1. Product: C=CCOC(=O)OCc1cc(C(C)=O)cc2c1C(=O)c1ccccc1-2. Reaction SMILES: [CH2:26]([CH:27]=[CH2:28])[O:29][C:30](=[O:31])[Cl:32].[CH2:33]1[O:34][CH2:35][CH2:36][CH2:37]1.[CH2:38]([Cl:39])[Cl:40].[OH:1][CH2:2][c:3]1[cH:4][c:5]([C:17](=[O:18])[CH3:19])[cH:6][c:7]2[c:15]1[C:14](=[O:16])[c:13]1[c:8]-2[cH:9][cH:10][cH:11][cH:12]1.[cH:20]1[cH:21][cH:22][n:23][cH:24][cH:25]1>>[O:1]([CH2:2][c:3]1[cH:4][c:5]([C:17](=[O:18])[CH3:19])[cH:6][c:7]2[c:15]1[C:14](=[O:16])[c:13]1[c:8]-2[cH:9][cH:10][cH:11][cH:12]1)[C:30]([O:29][CH2:26][CH:27]=[CH2:28])=[O:31]. The reactants are O=C([O-])[O-], c1ccc2c(c1)CCCN2, CN(C)C=O, CC(C)I, [K+], [K+], O. The product is CC(C)N1CCCc2ccccc21. Reaction SMILES: [C:15](=[O:16])([O-:17])[O-:18].[CH2:1]1[CH2:2][NH:3][c:4]2[cH:5][cH:6][cH:7][cH:8][c:9]2[CH2:10]1.[CH3:22][N:23]([CH3:24])[CH:25]=[O:26].[CH:11]([CH3:12])([CH3:13])[I:14].[K+:19].[K+:20].[OH2:21]>>[CH2:1]1[CH2:2][N:3]([CH:11]([CH3:12])[CH3:13])[c:4]2[cH:5][cH:6][cH:7][cH:8][c:9]2[CH2:10]1. Reactants: CCCO, CCC[O-], [Na+], C1CCOC1, CCOP(=S)(Cl)Cl. The product is CCCOP(=S)(Cl)OCC. As a reaction SMILES: [CH2:13]([OH:14])[CH2:15][CH3:16].[CH3:8][CH2:9][CH2:10][O-:11].[Na+:12].[O:17]1[CH2:18][CH2:19][CH2:20][CH2:21]1.[P:1](=[S:2])([O:3][CH2:4][CH3:5])([Cl:6])[Cl:7]>>[P:1](=[S:2])([O:3][CH2:4][CH3:5])([Cl:6])[O:11][CH2:10][CH2:9][CH3:8].